This data is from the Open Reaction Database (ORD), a public repository of structured organic reaction records. The task is: describe an organic reaction: reactants, conditions, products, and yield The reactants are ClC1=NC=NC(=C1)OCC#CC (4-chloro-6-(2-butynyloxy)pyrimidine), C([O-])([O-])=O.[K+].[K+] (potassium carbonate), C(#N)C1=CC=C(C=C1)O (4-cyanophenol), [Cl-].[NH4+] (ammonium chloride). Procedure details: To 2 ml of N,N-dimethylformamide were added 0.2 g of 4-chloro-6-(2-butynyloxy)pyrimidine, 0.23 g of potassium carbonate and 0.16 g of 4-cyanophenol, followed by stirring at 60° C. for 7 hours. The reaction mixture was then left for cooling to room temperature and poured into a saturated aqueous ammonium chloride solution, which was extracted three times with chloroform. The chloroform layers were combined, washed with diluted hydrochloric acid and then with water, and dried over anhydrous magnes... Reaction SMILES: Cl[C:2]1[CH:7]=[C:6]([O:8][CH2:9][C:10]#[C:11][CH3:12])[N:5]=[CH:4][N:3]=1.C(=O)([O-])[O-].[K+].[K+].[C:19]([C:21]1[CH:26]=[CH:25][C:24]([OH:27])=[CH:23][CH:22]=1)#[N:20].[Cl-].[NH4+]>CN(C)C=O>[CH2:9]([O:8][C:6]1[CH:7]=[C:2]([O:27][C:24]2[CH:25]=[CH:26][C:21]([C:19]#[N:20])=[CH:22][CH:23]=2)[N:3]=[CH:4][N:5]=1)[C:10]#[C:11][CH3:12] |f:1.2.3,5.6|. The yield is 68.8%. Run in CN(C=O)C (N,N-dimethylformamide). Yields the product C(C#CC)OC1=NC=NC(=C1)OC1=CC=C(C=C1)C#N (4-(2-butynyloxy)-6-(4-cyanophenoxy)pyrimidine). Reaction conditions: temperature 60 celsius, time 7 hour. Reactants: CCOc1cc(C(C)(C)C)ncc1C1=NC(C)(c2ccc(Cl)cc2)C(C)(c2ccc(Cl)cc2)N1C(=O)N1CCN(CC(=O)O)CC1, Cl, N#Cc1ccc(N2CCNCC2)cc1. Yields the product CCOc1cc(C(C)(C)C)ncc1C1=NC(C)(c2ccc(Cl)cc2)C(C)(c2ccc(Cl)cc2)N1C(=O)N1CCN(CC(=O)N2CCN(c3ccc(C#N)cc3)CC2)CC1. As a reaction SMILES: [C:2]([CH3:3])([CH3:4])([CH3:5])[c:6]1[cH:7][c:8]([O:45][CH2:46][CH3:47])[c:9]([C:12]2=[N:16][C:15]([CH3:17])([c:18]3[cH:19][cH:20][c:21]([Cl:24])[cH:22][cH:23]3)[C:14]([CH3:25])([c:26]3[cH:27][cH:28][c:29]([Cl:32])[cH:30][cH:31]3)[N:13]2[C:33](=[O:34])[N:35]2[CH2:36][CH2:37][N:38]([CH2:41][C:42](=[O:43])[OH:44])[CH2:39][CH2:40]2)[cH:10][n:11]1.[ClH:1].[N:48]1([c:54]2[cH:55][cH:56][c:57]([C:58]#[N:59])[cH:60][cH:61]2)[CH2:49][CH2:50][NH:51][CH2:52][CH2:53]1>>[C:2]([CH3:3])([CH3:4])([CH3:5])[c:6]1[cH:7][c:8]([O:45][CH2:46][CH3:47])[c:9]([C:12]2=[N:16][C:15]([CH3:17])([c:18]3[cH:19][cH:20][c:21]([Cl:24])[cH:22][cH:23]3)[C:14]([CH3:25])([c:26]3[cH:27][cH:28][c:29]([Cl:32])[cH:30][cH:31]3)[N:13]2[C:33](=[O:34])[N:35]2[CH2:36][CH2:37][N:38]([CH2:41][C:42](=[O:44])[N:51]3[CH2:50][CH2:49][N:48]([c:54]4[cH:55][cH:56][c:57]([C:58]#[N:59])[cH:60][cH:61]4)[CH2:53][CH2:52]3)[CH2:39][CH2:40]2)[cH:10][n:11]1. The reactants are O1C2COCC21 (3,4-epoxytetrahydrofuran), C(C1=CC=CC=C1)O (benzyl alcohol), Cl(=O)(=O)(=O)[O-].[Mg+2].Cl(=O)(=O)(=O)[O-] (magnesium perchlorate). The solvent is C(C(C)C)#N (isobutyronitrile). Conditions: temperature 100 celsius. Product: C(C1=CC=CC=C1)O[C@@H]1COC[C@H]1O (trans-3-benzyloxy-4-hydroxytetrahydrofuran). Reaction SMILES: [O:1]1[CH:6]2[CH:2]1[CH2:3][O:4][CH2:5]2.[CH2:7]([OH:14])[C:8]1[CH:13]=[CH:12][CH:11]=[CH:10][CH:9]=1.Cl([O-])(=O)(=O)=O.[Mg+2].Cl([O-])(=O)(=O)=O>C(#N)C(C)C>[CH2:7]([O:14][C@H:6]1[C@H:2]([OH:1])[CH2:3][O:4][CH2:5]1)[C:8]1[CH:13]=[CH:12][CH:11]=[CH:10][CH:9]=1 |f:2.3.4|. Procedure: To a flask fitted with a condenser and nitrogen inlet was added 3,4-epoxytetrahydrofuran (20 g, 0.23 mol), isobutyronitrile (100 ml, 5 vol), benzyl alcohol (124 g, 1.15 mol, 5 eq.) and finally magnesium perchlorate (10.3 g, 0.046 mol, 0.2 eq). The solution was heated at 100° C. for 24 hours. After cooling to room temperature, the reaction was quenched with water (1000 mL). The phases were separated and the aqueous phase was extracted with ethyl acetate (3×400 mL). After drying the organic phases... Starting materials: CCCCC(=O)c1cc2oc(C(=O)O)cc2c(C)c1C, CNC, Cl, C1COCCO1. Product: C=C(CCC)C(=O)c1cc2oc(C(=O)O)cc2c(C)c1C. RXN SMILES: [CH3:1][c:2]1[c:3]([CH3:20])[c:4]([C:14]([CH2:15][CH2:16][CH2:17][CH3:18])=[O:19])[cH:5][c:6]2[c:7]1[cH:8][c:9]([C:11](=[O:12])[OH:13])[o:10]2.[CH3:22][NH:23][CH3:24].[ClH:21].[O:25]1[CH2:26][CH2:27][O:28][CH2:29][CH2:30]1>>[CH3:1][c:2]1[c:3]([CH3:20])[c:4]([C:14]([C:15]([CH2:16][CH2:17][CH3:18])=[CH2:22])=[O:19])[cH:5][c:6]2[c:7]1[cH:8][c:9]([C:11](=[O:12])[OH:13])[o:10]2. Starting materials: ClC1=CC(=CC=C1)Cl (m-dichlorobenzene), O (water), CN1NC(=CC1=O)C (1,3-dimethyl-5-pyrazolone), ClC(C)Cl (dichloroethane), [Cl-].[Al+3].[Cl-].[Cl-] (aluminium chloride), ClC(C)Cl (dichloroethane), Cl (hydrochloric acid). The solvent is ClC(Cl)(Cl)Cl (tetrachloromethane). Run at time 30 minute. The product is CN1N=C(C(=C1O)C(C1=C(C=C(C=C1)Cl)Cl)=O)C (1,3-dimethyl-4-(2,4-dichlorobenzoyl)-5-hydroxypyrazole). RXN SMILES: [CH3:1][N:2]1[C:6](=[O:7])[CH:5]=[C:4](C)[NH:3]1.Cl[CH:10](Cl)[CH3:11].[Cl-].[Al+3].[Cl-].[Cl-].[Cl:17][C:18]1[CH:23]=[CH:22][CH:21]=[C:20]([Cl:24])[CH:19]=1.Cl.[OH2:26]>ClC(Cl)(Cl)Cl>[CH3:1][N:2]1[C:6]([OH:7])=[C:5]([C:4](=[O:26])[C:21]2[CH:22]=[CH:23][C:18]([Cl:17])=[CH:19][C:20]=2[Cl:24])[C:10]([CH3:11])=[N:3]1 |f:2.3.4.5|. Procedure details: To a mixed solution of 5.6 g of 1,3-dimethyl-5-pyrazolone and 40 ml of dichloroethane was added 16 g of anhydrous aluminium chloride while cooling the solution by water, and 9.6 g of m-dichlorobenzene was dropwise added thereto at 30° C. Then a solution of 15.4 g of tetrachloromethane and 20 ml of dichloroethane was dropwise added to the mixed solution at 25° to 30° C. in one hour and a condensation reaction was performed at 40° C. for 90 minutes and at 50° C. for 30 minutes. The reaction mixtur... Yields the product C=C1CCCN(C(=O)c2ccc(C(=O)OC)c(OC)c2)c2ccccc21. Reaction SMILES: [Br-:33].[CH3:1][C:2]([CH3:3])([O-:4])[CH3:5].[CH3:34][P+:35]([c:36]1[cH:37][cH:38][cH:39][cH:40][cH:41]1)([c:42]1[cH:43][cH:44][cH:45][cH:46][cH:47]1)[c:48]1[cH:49][cH:50][cH:51][cH:52][cH:53]1.[CH3:54][N:55]([CH3:56])[CH:57]=[O:58].[CH3:59][CH2:60][O:61][C:62](=[O:63])[CH3:64].[CH3:7][O:8][c:9]1[c:10]([C:11](=[O:12])[O:13][CH3:14])[cH:15][cH:16][c:17]([C:19](=[O:20])[N:21]2[CH2:22][CH2:23][CH2:24][C:25](=[O:32])[c:26]3[c:27]2[cH:28][cH:29][cH:30][cH:31]3)[cH:18]1.[K+:6]>>[CH2:1]=[C:25]1[CH2:24][CH2:23][CH2:22][N:21]([C:19]([c:17]2[cH:16][cH:15][c:10]([C:11](=[O:12])[O:13][CH3:14])[c:9]([O:8][CH3:7])[cH:18]2)=[O:20])[c:27]2[c:26]1[cH:31][cH:30][cH:29][cH:28]2. Starting materials: [Br-], CC(C)(C)[O-], C[P+](c1ccccc1)(c1ccccc1)c1ccccc1, CN(C)C=O, CCOC(C)=O, COC(=O)c1ccc(C(=O)N2CCCC(=O)c3ccccc32)cc1OC, [K+].